This data is from the Open Reaction Database (ORD), a public repository of structured organic reaction records. The task is: describe an organic reaction: reactants, conditions, products, and yield The reactants are Cl.FC1=CC=C2CCN=CC2=C1 (3,4-dihydro-7-fluoroisoquinoline hydrochloride), CC(=O)C1=CCCCC1 (1-cyclohexen-1-yl methyl ketone), O (water). Run in C(C)O (ethanol). Run at time 8 hour. Yields the product FC=1C=CC2=C(C3CC(C4C(N3CC2)CCCC4)=O)C1 (2,3,4,4a,6,7,11b,12,13,13a-decahydro-10-fluoro-1H-dibenzo[a,f]quinolizin-13-one). Reaction SMILES: Cl.[F:2][C:3]1[CH:12]=[C:11]2[C:6]([CH2:7][CH2:8][N:9]=[CH:10]2)=[CH:5][CH:4]=1.[CH3:13][C:14]([C:16]1[CH2:21][CH2:20][CH2:19][CH2:18][CH:17]=1)=[O:15].O>C(O)C>[F:2][C:3]1[CH:4]=[CH:5][C:6]2[CH2:7][CH2:8][N:9]3[CH:10]([CH2:13][C:14](=[O:15])[CH:16]4[CH2:21][CH2:20][CH2:19][CH2:18][CH:17]43)[C:11]=2[CH:12]=1 |f:0.1|. Procedure details: A mixture of 19.5 g (0.1 mole) of 3,4-dihydro-7-fluoroisoquinoline hydrochloride and 18.6 g (0.15 mole) of 1-cyclohexen-1-yl methyl ketone in 22 ml of ethanol is reluxed with stirring overnight then cooled to room temperature. The solution is poured into water, whereupon a suspension of undissolved material forms, and is extracted with ether. The aqueous layer and its suspended solid is stirred and treated with ammonium hydroxide solution to pH 8.5 to 9.0. The suspended solid is broken up, colle... Starting materials: C (Norit), C1=CC=CC=2NC3=C(C=CC21)C=CC=C3 (dibenz[b,f]azepine), solution, C(=O)(Cl)Cl (phosgene). Run in C1(=CC=CC=C1)C (toluene), C1=CC=CC=C1 (benzene), C1=CC=CC=C1 (benzene). Conditions: time 2 hour. Product: ClC(=O)N1C2=C(C=CC3=C1C=CC=C3)C=CC=C2 (N-chlorocarbonyl dibenz[b,f]azepine). As a reaction SMILES: [CH:1]1[C:11]2[CH:10]=[CH:9][C:8]3[CH:12]=[CH:13][CH:14]=[CH:15][C:7]=3[NH:6][C:5]=2[CH:4]=[CH:3][CH:2]=1.[C:16](Cl)([Cl:18])=[O:17].C>C1(C)C=CC=CC=1.C1C=CC=CC=1>[Cl:18][C:16]([N:6]1[C:7]2[CH:15]=[CH:14][CH:13]=[CH:12][C:8]=2[CH:9]=[CH:10][C:11]2[CH:1]=[CH:2][CH:3]=[CH:4][C:5]1=2)=[O:17]. Procedure details: To a slurry of 14.10g (0.073 mole) of dibenz[b,f]azepine in 60ml of dry toluene at room temperature was added dropwise a 120ml solution of 12.5% phosgene (excess) in benzene over 45 minutes. The resulting yellow slurry was stirred for 2 hours at room temperature, heated to reflux an additional 2 hours, and then stirred at room temperature overnight. Concentration of the reaction mixture by rotary evaporator in the hood gave a pale yellow solid which was taken up in 200ml benzene and treated with... Yield: 38.7%. Procedure: 1.83 g (15.1 mmol) of 3-methyl 4-ethylpyridine and 3.0 g (15.1 mmol) of 1-bromo-3-phenylpropane were reacted in the same manner as in Example 26. The reaction product was purified to obtain 1.40 g of the desired compound (yield: 38.8%). The reactants are CC=1C=NC=CC1CC (3-methyl 4-ethylpyridine), BrCCCC1=CC=CC=C1 (1-bromo-3-phenylpropane). Product: C1(=CC=CC=C1)CCCC(C)C1=C(C=NC=C1)C (1-phenyl 4-(3-methyl-4-pyridyl)-pentane). As a reaction SMILES: [CH3:1][C:2]1[CH:3]=[N:4][CH:5]=[CH:6][C:7]=1[CH2:8][CH3:9].Br[CH2:11][CH2:12][CH2:13][C:14]1[CH:19]=[CH:18][CH:17]=[CH:16][CH:15]=1>>[C:14]1([CH2:13][CH2:12][CH2:11][CH:8]([C:7]2[CH:6]=[CH:5][N:4]=[CH:3][C:2]=2[CH3:1])[CH3:9])[CH:19]=[CH:18][CH:17]=[CH:16][CH:15]=1. Starting materials: 8r, C(C)(C)(C)C=1C=C(CN2C(O[C@H]3[C@@H](CS(C[C@H]23)(=O)=O)CC2=CC(=C(C(=C2)F)NC(CCl)=O)CC)=O)C=CC1 (N-{4-[(3aR,7S,7aS)-3-(3-tert-butyl-benzyl)-2,5,5-trioxo-octahydro-1-oxa-5lambda*6*-thia-3-aza-inden-7-ylmethyl]-2-ethyl-6-fluoro-phenyl}-2-chloro-acetamide), COCC(=O)Cl (methoxy-acetyl chloride). Product: Cl.C(C)(C)(C)C=1C=C(CN[C@@H]2[C@H]([C@@H](CS(C2)(=O)=O)CC2=CC(=C(C(=C2)F)NC(COC)=O)CC)O)C=CC1 (N-{4-[(3S,4S,5R)-5-(3-tert-Butyl-benzylamino)-4-hydroxy-1,1-dioxo-hexa-hydro-1lambda*6*-thiopyran-3-ylmethyl]-2-ethyl-6-fluoro-phenyl}-2-methoxy-acetamide hydrochloride). RXN SMILES: [C:1]([C:5]1[CH:6]=[C:7]([CH:36]=[CH:37][CH:38]=1)[CH2:8][N:9]1[C@@H:17]2[C@H:12]([C@H:13]([CH2:20][C:21]3[CH:26]=[C:25]([F:27])[C:24]([NH:28][C:29](=[O:32])[CH2:30][Cl:31])=[C:23]([CH2:33][CH3:34])[CH:22]=3)[CH2:14][S:15](=[O:19])(=[O:18])[CH2:16]2)[O:11]C1=O)([CH3:4])([CH3:3])[CH3:2].[CH3:39][O:40]CC(Cl)=O>>[ClH:31].[C:1]([C:5]1[CH:6]=[C:7]([CH:36]=[CH:37][CH:38]=1)[CH2:8][NH:9][C@H:17]1[CH2:16][S:15](=[O:19])(=[O:18])[CH2:14][C@@H:13]([CH2:20][C:21]2[CH:26]=[C:25]([F:27])[C:24]([NH:28][C:29](=[O:32])[CH2:30][O:40][CH3:39])=[C:23]([CH2:33][CH3:34])[CH:22]=2)[C@@H:12]1[OH:11])([CH3:4])([CH3:2])[CH3:3] |f:2.3|. Procedure details: The title compound was prepared in analogous manner as described for example 8q and 8r from N-{4-[(3aR,7S,7aS)-3-(3-tert-butyl-benzyl)-2,5,5-trioxo-octahydro-1-oxa-5lambda*6*-thia-3-aza-inden-7-ylmethyl]-2-ethyl-6-fluoro-phenyl}-2-chloro-acetamide and methoxy-acetyl chloride to yield after preparative HPLC purification (Sunfire C18 OBD 5 μm, 100×30, 5-100% ACN in water+0.1% TFA gradient, 25 min) the title compound as a light yellow amorphous solid: TLC (EtOAc-MeOH 9:1) Rf=0.56; UPLC RtD=1.298 mi... Starting materials: CN1CCN(N)CC1, CCO, O=C1CC(c2ccc(C(F)(F)F)cc2)Cc2c1c(=O)c1cc(Cl)ccc1n2O. Yields the product CN1CCN(N=C2CC(c3ccc(C(F)(F)F)cc3)Cc3c2c(=O)c2cc(Cl)ccc2n3O)CC1. Reaction SMILES: [CH3:29][N:30]1[CH2:31][CH2:32][N:33]([NH2:36])[CH2:34][CH2:35]1.[CH3:37][CH2:38][OH:39].[F:1][C:2]([c:3]1[cH:4][cH:5][c:6]([CH:9]2[CH2:10][C:11](=[O:26])[c:12]3[c:13](=[O:25])[c:14]4[cH:15][c:16]([Cl:24])[cH:17][cH:18][c:19]4[n:20]([OH:23])[c:21]3[CH2:22]2)[cH:7][cH:8]1)([F:27])[F:28]>>[F:1][C:2]([c:3]1[cH:4][cH:5][c:6]([CH:9]2[CH2:10][C:11](=[N:36][N:33]3[CH2:32][CH2:31][N:30]([CH3:29])[CH2:35][CH2:34]3)[c:12]3[c:13](=[O:25])[c:14]4[cH:15][c:16]([Cl:24])[cH:17][cH:18][c:19]4[n:20]([OH:23])[c:21]3[CH2:22]2)[cH:7][cH:8]1)([F:27])[F:28]. The reactants are C[Si](CCOCN1N=C(C(=C(C1=O)Cl)NCC1=CC(=C(C=C1)OC)OCC)OC(C)CC)(C)C (2-(2-trimethylsilylethoxymethyl)-4-chloro-5-(3-ethoxy-4-methoxybenzylamino)-6-sec-butoxy-3(2H)pyridazinone), [F-].C(CCC)[N+](CCCC)(CCCC)CCCC (tetra-n-butylammonium fluoride). Solvent: COCCOC (1,2-dimethoxyethane). Reaction conditions: time 3 hour. The product is ClC=1C(NN=C(C1NCC1=CC(=C(C=C1)OC)OCC)OC(C)CC)=O (4-chloro-5-(3-ethoxy-4-methoxybenzylamino)-6-sec-butoxy-3(2H)pyridazinone). As a reaction SMILES: C[Si](C)(C)CCOC[N:7]1[C:12](=[O:13])[C:11]([Cl:14])=[C:10]([NH:15][CH2:16][C:17]2[CH:22]=[CH:21][C:20]([O:23][CH3:24])=[C:19]([O:25][CH2:26][CH3:27])[CH:18]=2)[C:9]([O:28][CH:29]([CH2:31][CH3:32])[CH3:30])=[N:8]1.[F-].C([N+](CCCC)(CCCC)CCCC)CCC>COCCOC>[Cl:14][C:11]1[C:12](=[O:13])[NH:7][N:8]=[C:9]([O:28][CH:29]([CH2:31][CH3:32])[CH3:30])[C:10]=1[NH:15][CH2:16][C:17]1[CH:22]=[CH:21][C:20]([O:23][CH3:24])=[C:19]([O:25][CH2:26][CH3:27])[CH:18]=1 |f:1.2|. Procedure: A mixture comprising 150 mg of 2-(2-trimethylsilylethoxymethyl)-4-chloro-5-(3-ethoxy-4-methoxybenzylamino)-6-sec-butoxy-3(2H)pyridazinone prepared in Reference Example 4, 1.46 ml of tetra-n-butylammonium fluoride (1M tetrahydrofuran solution) and 5 ml of 1,2-dimethoxyethane, was refluxed under stirring for 3 hours. The solvent was distilled off under reduced pressure, and the residue thereby obtained was extracted with chloroform. The extract was washed twice with 1N hydrochloric acid and once w... Starting materials: CC1=NOC=C1N (3-methyl-4-isoxazolamine), C1(=CC=CC=C1)COC1=C(C(=O)O)C=C(C=C1)C1=CC=NC=C1 (2-[(phenylmethyl)oxy]-5-(4-pyridinyl)benzoic acid), C(CCl)Cl (EDC), C=1C=CC2=C(C1)N=NN2O (HOBT). Solvent: CN(C=O)C (N,N-dimethylformamide), O (water). Reaction conditions: time 1 hour. The product is CC1=NOC=C1NC(C1=C(C=CC(=C1)C1=CC=NC=C1)OCC1=CC=CC=C1)=O (N-(3-Methyl-4-isoxazolyl)-2-[(phenylmethyl)oxy]-5-(4-pyridinyl)benzamide). As a reaction SMILES: [C:1]1([CH2:7][O:8][C:9]2[CH:17]=[CH:16][C:15]([C:18]3[CH:23]=[CH:22][N:21]=[CH:20][CH:19]=3)=[CH:14][C:10]=2[C:11]([OH:13])=O)[CH:6]=[CH:5][CH:4]=[CH:3][CH:2]=1.C(Cl)CCl.C1C=[CH:30][C:31]2[N:36]([OH:37])N=[N:34][C:32]=2[CH:33]=1.CC1C(N)=CON=1>CN(C)C=O.O>[CH3:30][C:31]1[C:32]([NH:34][C:11](=[O:13])[C:10]2[CH:14]=[C:15]([C:18]3[CH:23]=[CH:22][N:21]=[CH:20][CH:19]=3)[CH:16]=[CH:17][C:9]=2[O:8][CH2:7][C:1]2[CH:2]=[CH:3][CH:4]=[CH:5][CH:6]=2)=[CH:33][O:37][N:36]=1. Reported procedure: A mixture of 2-[(phenylmethyl)oxy]-5-(4-pyridinyl)benzoic acid (may be prepared as described in Description 79; 0.12 g, 0.36 mmol), EDC (0.14 g, 0.72 mmol) and HOBT (0.11 g, 0.72 mmol) in N,N-dimethylformamide (2 ml) was stirred in air at room temperature for 1 h, then 3-methyl-4-isoxazolamine (may be prepared as described in Description 91; 100 mg, 1.02 mmol) was added in one charge. The reaction mixture was stirred at 25° C. overnight. The reaction mixture was diluted with water (25 ml). The s... The reactants are C(C)OC(=O)C=1C(=NN(C1C)C1=CC(=CC=C1)OC(F)(F)F)C1=CC=NC=C1 (5-methyl-3-pyridin-4-yl-1-(3-trifluoromethoxy-phenyl)-1H-pyrazole-4-carboxylic acid ethyl ester), O.[OH-].[Li+] (lithium hydroxide monohydrate). Run in C1CCOC1 (THF), CO (methanol), O (water), CCOC(=O)C (EtOAc). Reaction conditions: temperature 80 celsius. Yields the product CC1=C(C(=NN1C1=CC(=CC=C1)OC(F)(F)F)C1=CC=NC=C1)C(=O)O (5-Methyl-3-pyridin-4-yl-1-(3-trifluoromethoxy-phenyl)-1H-pyrazole-4-carboxylic acid). Isolated yield 77.4%. Reaction SMILES: C([O:3][C:4]([C:6]1[C:7]([C:23]2[CH:28]=[CH:27][N:26]=[CH:25][CH:24]=2)=[N:8][N:9]([C:12]2[CH:17]=[CH:16][CH:15]=[C:14]([O:18][C:19]([F:22])([F:21])[F:20])[CH:13]=2)[C:10]=1[CH3:11])=[O:5])C.O.[OH-].[Li+]>C1COCC1.CO.O.CCOC(C)=O>[CH3:11][C:10]1[N:9]([C:12]2[CH:17]=[CH:16][CH:15]=[C:14]([O:18][C:19]([F:21])([F:20])[F:22])[CH:13]=2)[N:8]=[C:7]([C:23]2[CH:28]=[CH:27][N:26]=[CH:25][CH:24]=2)[C:6]=1[C:4]([OH:5])=[O:3] |f:1.2.3|. Reported procedure: To a solution of 5-methyl-3-pyridin-4-yl-1-(3-trifluoromethoxy-phenyl)-1H-pyrazole-4-carboxylic acid ethyl ester (605 mg, 1.55 mmol) in 5 ml THF, 2.5 ml methanol and 2.5 ml water, was added lithium hydroxide monohydrate (111 mg, 4.63 mmol). The solution was heated at 80° C. for 2 h. The reaction mixture was cooled, diluted with EtOAc and washed twice with 10% KHSO4 and brine. The aqueous phases were extracted with EtOAc and with three portions of CH2Cl2. The combined organic layers were dried ov... The reactants are [Na] (sodium), CP(=S)(CCN(CCOC)CC(C)(C)SCC1=CC=CC=C1)C (N-(2-dimethylphosphinothioylethyl)-N-(2-methoxyethyl)-2-benzylthio-2-methylpropylamine), [Cl-].[NH4+] (ammonium chloride). Solvent: C(Cl)(Cl)Cl (chloroform), O1CCCC1 (tetrahydrofuran). Run at temperature -50 celsius. Yields the product CP(CCN(CC(S)(C)C)CCOC)C (2-[N-(2-dimethylphosphinoethyl)-2-methoxyethylamino]-1,1-dimethylethanethiol). As a reaction SMILES: [CH3:1][P:2]([CH3:23])([CH2:4][CH2:5][N:6]([CH2:11][C:12]([S:15]CC1C=CC=CC=1)([CH3:14])[CH3:13])[CH2:7][CH2:8][O:9][CH3:10])=S.[Na].[Cl-].[NH4+]>O1CCCC1.C(Cl)(Cl)Cl>[CH3:23][P:2]([CH3:1])[CH2:4][CH2:5][N:6]([CH2:7][CH2:8][O:9][CH3:10])[CH2:11][C:12]([CH3:14])([CH3:13])[SH:15] |f:2.3,^1:23|. Procedure details: A solution of N-(2-dimethylphosphinothioylethyl)-N-(2-methoxyethyl)-2-benzylthio-2-methylpropylamine (500 mg) in dry tetrahydrofuran (10 cm3) was placed in a flask fitted with a low temperature condenser (-50° C.), drying tube and gas inlet. The flask was flushed with nitrogen, the solution cooled to -50° C., and then dry ammonia (40 cm3) was condensed into the flask. Small pieces of sodium were then added to this mixture until the blue colouration persisted for at least 1 hour. The blue coloura...